Dataset: the Open Reaction Database (ORD), a public repository of structured organic reaction records. Task: describe an organic reaction: reactants, conditions, products, and yield The reactants are C#CCNC(=O)CCCCCNC(=O)OC(CCNC(=O)CCCCC(=O)O)c1ccc2ccc(O)c(Br)c2n1, CCN=C=NCCCN(C)C, ClC(Cl)Cl, Cl, CN(C)C=O, O=C1CCC(=O)N1O. Product: C#CCNC(=O)CCCCCNC(=O)OC(CCNC(=O)CCCCC(=O)ON1C(=O)CCC1=O)c1ccc2ccc(O)c(Br)c2n1. RXN SMILES: [Br:1][c:2]1[c:3]([OH:40])[cH:4][cH:5][c:6]2[cH:7][cH:8][c:9]([CH:12]([O:13][C:14]([NH:15][CH2:16][CH2:17][CH2:18][CH2:19][CH2:20][C:21]([NH:22][CH2:23][C:24]#[CH:25])=[O:26])=[O:27])[CH2:28][CH2:29][NH:30][C:31]([CH2:32][CH2:33][CH2:34][CH2:35][C:36](=[O:37])[OH:38])=[O:39])[n:10][c:11]12.[CH3:42][N:43]([CH3:44])[CH2:45][CH2:46][CH2:47][N:48]=[C:49]=[N:50][CH2:51][CH3:52].[Cl:61][CH:62]([Cl:63])[Cl:64].[ClH:41].[O:65]=[CH:66][N:67]([CH3:68])[CH3:69].[OH:53][N:54]1[C:55](=[O:60])[CH2:56][CH2:57][C:58]1=[O:59]>>[Br:1][c:2]1[c:3]([OH:40])[cH:4][cH:5][c:6]2[cH:7][cH:8][c:9]([CH:12]([O:13][C:14]([NH:15][CH2:16][CH2:17][CH2:18][CH2:19][CH2:20][C:21]([NH:22][CH2:23][C:24]#[CH:25])=[O:26])=[O:27])[CH2:28][CH2:29][NH:30][C:31]([CH2:32][CH2:33][CH2:34][CH2:35][C:36](=[O:37])[O:38][N:54]3[C:55](=[O:60])[CH2:56][CH2:57][C:58]3=[O:59])=[O:39])[n:10][c:11]12. Starting materials: O=C1NC(=O)c2ccccc21, CCOC(=O)N=NC(=O)OCC, CN(C)C=O, N#Cc1ccc(CCO)cc1, c1ccc(P(c2ccccc2)c2ccccc2)cc1. The product is N#Cc1ccc(CCN2C(=O)c3ccccc3C2=O)cc1. As a reaction SMILES: [O:12]=[C:13]1[NH:14][C:15](=[O:16])[c:17]2[cH:18][cH:19][cH:20][cH:21][c:22]21.[O:42]=[C:43]([O:44][CH2:45][CH3:46])[N:47]=[N:48][C:49]([O:50][CH2:51][CH3:52])=[O:53].[O:54]=[CH:55][N:56]([CH3:57])[CH3:58].[OH:1][CH2:2][CH2:3][c:4]1[cH:5][cH:6][c:7]([C:8]#[N:9])[cH:10][cH:11]1.[c:23]1([P:24]([c:25]2[cH:26][cH:27][cH:28][cH:29][cH:30]2)[c:31]2[cH:32][cH:33][cH:34][cH:35][cH:36]2)[cH:37][cH:38][cH:39][cH:40][cH:41]1>>[CH2:2]([CH2:3][c:4]1[cH:5][cH:6][c:7]([C:8]#[N:9])[cH:10][cH:11]1)[N:14]1[C:13](=[O:12])[c:22]2[c:17]([cH:18][cH:19][cH:20][cH:21]2)[C:15]1=[O:16]. Reactants: CCOC(C)=O, CCc1cc([N+](=O)[O-])c(N)cc1Cl, O, O, Cl[Sn]Cl. Yields the product CCc1cc(N)c(N)cc1Cl. As a reaction SMILES: [CH3:19][CH2:20][O:21][C:22](=[O:23])[CH3:24].[Cl:1][c:2]1[c:3]([CH2:12][CH3:13])[cH:4][c:5]([N+:9]([O-:10])=[O:11])[c:6]([NH2:7])[cH:8]1.[OH2:14].[OH2:15].[Sn:16]([Cl:17])[Cl:18]>>[Cl:1][c:2]1[c:3]([CH2:12][CH3:13])[cH:4][c:5]([NH2:9])[c:6]([NH2:7])[cH:8]1. Reactants: CN(C=O)C (dimethyl formamide), [Na+].C(C)(=O)OCC1=C(N2C(C(C2SC1)N)N)C(=O)[O-] (3-[(acetyloxy)methyl]-7-amino-8-amino-5-thia-1-azabicyclo[4.2.0]oct-2-ene-2-carboxylic acid sodium salt), ClCOC([C@@H](NC(=O)OC(C)(C)C)C(C)C)=O (N-tert-butoxycarbonyl-L-valine chloromethyl ester). Run in C(C)(=O)OCC (ethyl acetate). Reaction conditions: time 72 hour. Product: C(C)(C)(C)OC(=O)NC(C(=O)OCOC(=O)C=1N2C(C(C2SCC1COC(C)=O)N)=O)C(C)C (3-[(acetyloxy)methyl]-7-amino-8-oxo-5-thia-1-azabicyclo[4.2.0]oct-2-ene-2-carboxylic acid N-tert-butoxycarbonyl-2-amino-3-methylbutyryloxymethyl ester), NC(C(=O)OCOC(=O)C=1N2C(C(C2SCC1COC(C)=O)N)=O)C(C)C (3-[(Acetyloxy)methyl]-7-amino-8-oxo-5-thia-1-azabicyclo[4.2.0]oct-2-ene-2-carboxylic acid 2-amino-3-methylbutyryloxymethyl ester). RXN SMILES: [Na+].[C:2]([O:5][CH2:6][C:7]1[CH2:14][S:13][CH:12]2[N:9]([CH:10](N)[CH:11]2[NH2:15])[C:8]=1[C:17]([O-:19])=[O:18])(=[O:4])[CH3:3].Cl[CH2:21][O:22][C:23](=[O:36])[C@H:24]([CH:33]([CH3:35])[CH3:34])[NH:25][C:26]([O:28][C:29]([CH3:32])([CH3:31])[CH3:30])=[O:27].CN(C)C=[O:40]>C(OCC)(=O)C>[C:29]([O:28][C:26]([NH:25][CH:24]([CH:33]([CH3:35])[CH3:34])[C:23]([O:22][CH2:21][O:19][C:17]([C:8]1[N:9]2[CH:12]([S:13][CH2:14][C:7]=1[CH2:6][O:5][C:2](=[O:4])[CH3:3])[CH:11]([NH2:15])[C:10]2=[O:40])=[O:18])=[O:36])=[O:27])([CH3:32])([CH3:31])[CH3:30].[NH2:25][CH:24]([CH:33]([CH3:35])[CH3:34])[C:23]([O:22][CH2:21][O:19][C:17]([C:8]1[N:9]2[CH:12]([S:13][CH2:14][C:7]=1[CH2:6][O:5][C:2](=[O:4])[CH3:3])[CH:11]([NH2:15])[C:10]2=[O:40])=[O:18])=[O:36] |f:0.1|. Procedure details: A suspension of 5 grams of 3-[(acetyloxy)methyl]-7-amino-8-amino-5-thia-1-azabicyclo[4.2.0]oct-2-ene-2-carboxylic acid sodium salt and 8.5 grams of N-tert-butoxycarbonyl-L-valine chloromethyl ester, which is prepared by the general procedure described in W. German Offen. 2,236,620, are mixed in 100 ml of dimethyl formamide and stirred for 72 hours. The mixture is diluted with ethyl acetate, washed with water with aqueous bicarbonate and again with water. The organic layer is dried over magnesium... Reactants: C1CCOC1, Cc1ncsc1C(=O)Cl, CCOCC, Cc1ncsc1C(=O)Nc1ccc(-n2nc(C(F)(F)F)cc2C2CC2)nc1, Cl. Product: Cc1ncsc1C(=O)Nc1ccc(-n2nc(C(F)(F)F)cc2C2CC2)nc1, Cl. Reaction SMILES: [CH2:38]1[O:39][CH2:40][CH2:41][CH2:42]1.[CH3:28][c:29]1[n:30][cH:31][s:32][c:33]1[C:34](=[O:35])[Cl:36].[CH3:43][CH2:44][O:45][CH2:46][CH3:47].[CH:1]1([c:4]2[cH:5][c:6]([C:24]([F:25])([F:26])[F:27])[n:7][n:8]2-[c:9]2[cH:10][cH:11][c:12]([NH:15][C:16](=[O:17])[c:18]3[c:19]([CH3:23])[n:20][cH:21][s:22]3)[cH:13][n:14]2)[CH2:2][CH2:3]1.[ClH:37]>>[CH:1]1([c:4]2[cH:5][c:6]([C:24]([F:25])([F:26])[F:27])[n:7][n:8]2-[c:9]2[cH:10][cH:11][c:12]([NH:15][C:16](=[O:17])[c:18]3[c:19]([CH3:23])[n:20][cH:21][s:22]3)[cH:13][n:14]2)[CH2:2][CH2:3]1.[ClH:36].